From a dataset of the Open Reaction Database (ORD), a public repository of structured organic reaction records. describe an organic reaction: reactants, conditions, products, and yield Reactants: CCO, CC(=O)O, NNc1nc(O)nc(Cl)n1, O=Cc1cc(C(F)(F)F)cc(C(F)(F)F)c1. Yields the product Oc1nc(Cl)nc(NN=Cc2cc(C(F)(F)F)cc(C(F)(F)F)c2)n1. As a reaction SMILES: [CH3:27][CH2:28][OH:29].[CH3:30][C:31](=[O:32])[OH:33].[Cl:1][c:2]1[n:3][c:4]([OH:10])[n:5][c:6]([NH:8][NH2:9])[n:7]1.[F:11][C:12]([c:13]1[cH:14][c:15]([CH:16]=[O:17])[cH:18][c:19]([C:21]([F:22])([F:23])[F:24])[cH:20]1)([F:25])[F:26]>>[Cl:1][c:2]1[n:3][c:4]([OH:10])[n:5][c:6]([NH:8][N:9]=[CH:16][c:15]2[cH:14][c:13]([C:12]([F:11])([F:25])[F:26])[cH:20][c:19]([C:21]([F:22])([F:23])[F:24])[cH:18]2)[n:7]1. Reactants: [H-].[Na+] (Sodium hydride), N1(CCCCC1)C1=C(C=CC=C1)O (2-piperidinophenol), ClC=1C=CC(=C(C1)N(C(OC(C)(C)C)=O)C)[N+](=O)[O-] (t-butyl N-(5-chloro-2-nitrophenyl)-N-methylcarbamate). Run in CN(C=O)C (N,N-dimethylformamide). Reaction conditions: time 15 minute. Product: [N+](=O)([O-])C1=C(C=C(C=C1)OC1=C(C=CC=C1)N1CCCCC1)N(C(OC(C)(C)C)=O)C (t-butyl N-[2-nitro-5-(2-piperidinophenoxy)phenyl]-N-methylcarbamate). Reaction SMILES: [H-].[Na+].[N:3]1([C:9]2[CH:14]=[CH:13][CH:12]=[CH:11][C:10]=2[OH:15])[CH2:8][CH2:7][CH2:6][CH2:5][CH2:4]1.Cl[C:17]1[CH:18]=[CH:19][C:20]([N+:32]([O-:34])=[O:33])=[C:21]([N:23]([CH3:31])[C:24](=[O:30])[O:25][C:26]([CH3:29])([CH3:28])[CH3:27])[CH:22]=1>CN(C)C=O>[N+:32]([C:20]1[CH:19]=[CH:18][C:17]([O:15][C:10]2[CH:11]=[CH:12][CH:13]=[CH:14][C:9]=2[N:3]2[CH2:8][CH2:7][CH2:6][CH2:5][CH2:4]2)=[CH:22][C:21]=1[N:23]([CH3:31])[C:24](=[O:30])[O:25][C:26]([CH3:27])([CH3:28])[CH3:29])([O-:34])=[O:33] |f:0.1|. Procedure: Sodium hydride (55 wt. %, 1.04 g) was added to a solution of 2-piperidinophenol (3.4 g) in N,N-dimethylformamide (35 ml) in an ice bath under a nitrogen atmosphere. The mixture was stirred at ambient temperature for 15 minutes. To the reaction mixture was added t-butyl N-(5-chloro-2-nitrophenyl)-N-methylcarbamate (5.25 g) in small portions. This mixture was stirred at 60° C. for 2 hours. At the end of this time the solvent was evaporated and water added to the residue. The mixture was neutralize... Procedure details: A solution of 4-bromobenzoic acid (4.00 g, 19.9 mmol, Aldrich: Cat. #108510) and thionyl chloride (10.0 mL, 137 mmol) was heated by microwave irradiation at 100° C. for 1 h, turning the heterogeneous solution to a homogeneous solution. The volatiles were removed in vacuo and the residue was azeotropically washed with dry acetonitrile several times (20 mL×4) to remove excess thionyl chloride. The residue was dissolved in anhydrous methylene chloride (40 mL) and cooled to 0° C. prior to the additi... Conditions: temperature 0 celsius, time 1 hour. Product: BrC1=CC=C(C(=O)NC(C)C)C=C1 (4-bromo-N-isopropylbenzamide). The solvent is C(Cl)Cl (methylene chloride). The reactants are BrC1=CC=C(C(=O)O)C=C1 (4-bromobenzoic acid), S(=O)(Cl)Cl (thionyl chloride), CC(C)N (2-propanamine). RXN SMILES: [Br:1][C:2]1[CH:10]=[CH:9][C:5]([C:6]([OH:8])=O)=[CH:4][CH:3]=1.S(Cl)(Cl)=O.[CH3:15][CH:16]([NH2:18])[CH3:17]>C(Cl)Cl>[Br:1][C:2]1[CH:3]=[CH:4][C:5]([C:6]([NH:18][CH:16]([CH3:17])[CH3:15])=[O:8])=[CH:9][CH:10]=1. Isolated yield 93.4%.